From a dataset of the Open Reaction Database (ORD), a public repository of structured organic reaction records. describe an organic reaction: reactants, conditions, products, and yield Starting materials: C(=O)([O-])[O-].[Na+].[Na+] (Na2CO3), ClC1=CC(=NC=2N1N=CC2CC2=C(C(=CC=C2)C(F)(F)F)C)N2CCOCC2 (7-chloro-3-{[2-methyl-3-(trifluoromethyl)phenyl]methyl}-5-(4-morpholinyl)pyrazolo[1,5-a]pyrimidine), N1N=CC(=C1)B(O)O (1H-pyrazol-4-ylboronic acid). The reagents and catalysts are C1=CC=C(C=C1)P([C-]2C=CC=C2)C3=CC=CC=C3.C1=CC=C(C=C1)P([C-]2C=CC=C2)C3=CC=CC=C3.Cl[Pd]Cl.[Fe+2] (PdCl2(dppf)). Run in O1CCOCC1 (1,4-Dioxane). Product: CC1=C(CC=2C=NN3C2N=C(C=C3C=3C=NNC3)N3CCOCC3)C=CC=C1C(F)(F)F (4-(3-(2-methyl-3-(trifluoromethyl)benzyl)-7-(1H-pyrazol-4-yl)pyrazolo[1,5-a]pyrimidin-5-yl)morpholine). Isolated yield 78.4%. RXN SMILES: C([O-])([O-])=O.[Na+].[Na+].Cl[C:8]1[N:13]2[N:14]=[CH:15][C:16]([CH2:17][C:18]3[CH:23]=[CH:22][CH:21]=[C:20]([C:24]([F:27])([F:26])[F:25])[C:19]=3[CH3:28])=[C:12]2[N:11]=[C:10]([N:29]2[CH2:34][CH2:33][O:32][CH2:31][CH2:30]2)[CH:9]=1.[NH:35]1[CH:39]=[C:38](B(O)O)[CH:37]=[N:36]1>O1CCOCC1.C1C=CC(P(C2C=CC=CC=2)[C-]2C=CC=C2)=CC=1.C1C=CC(P(C2C=CC=CC=2)[C-]2C=CC=C2)=CC=1.Cl[Pd]Cl.[Fe+2]>[CH3:28][C:19]1[C:20]([C:24]([F:27])([F:26])[F:25])=[CH:21][CH:22]=[CH:23][C:18]=1[CH2:17][C:16]1[CH:15]=[N:14][N:13]2[C:8]([C:38]3[CH:39]=[N:35][NH:36][CH:37]=3)=[CH:9][C:10]([N:29]3[CH2:34][CH2:33][O:32][CH2:31][CH2:30]3)=[N:11][C:12]=12 |f:0.1.2,6.7.8.9|. Procedure details: In a microwave vial was added Na2CO3 (0.049 mL, 0.097 mmol) was added to a suspension of 7-chloro-3-{[2-methyl-3-(trifluoromethyl)phenyl]methyl}-5-(4-morpholinyl)pyrazolo[1,5-a]pyrimidine (20 mg, 0.049 mmol), 1H-pyrazol-4-ylboronic acid (10.89 mg, 0.097 mmol), and PdCl2(dppf) (3.56 mg, 4.87 μmol) in 1,4-Dioxane (0.6 mL). The reaction mixture was purged with N2, sealed and irradiated with microwave at 150 C for 3 min (temp didn't reach to 150 C until at 7-8 min, total reaction time 10 min). LCMS ... Reactants: C(C)(=O)O (acetic acid), C=O (formaldehyde), C(#N)[BH3-].[Na+] (sodium cyanoborohydride), NC=1C=C(C=CC1)C=1OCC(N(N1)C1=CC=CC=C1)=O (2-(3-aminophenyl)-4-phenyl-4H-1,3,4-oxadiazine-5(6H)-one). Run in C(C)#N (acetonitrile), C(C)(=O)OCC (ethyl acetate). Run at time 5 minute. Yields the product CN(C=1C=C(C=CC1)C=1OCC(N(N1)C1=CC=CC=C1)=O)C (2-(3-Dimethylaminophenyl)-4-phenyl-4H-1,3,4-oxadiazine-5(6H)-one). Yield: 97.0%. As a reaction SMILES: N[C:2]1[CH:3]=[C:4]([C:8]2[O:9][CH2:10][C:11](=[O:20])[N:12]([C:14]3[CH:19]=[CH:18][CH:17]=[CH:16][CH:15]=3)[N:13]=2)[CH:5]=[CH:6][CH:7]=1.C=O.[C:23]([BH3-])#[N:24].[Na+].[C:27](O)(=O)C>C(#N)C.C(OCC)(=O)C>[CH3:27][N:24]([CH3:23])[C:2]1[CH:3]=[C:4]([C:8]2[O:9][CH2:10][C:11](=[O:20])[N:12]([C:14]3[CH:19]=[CH:18][CH:17]=[CH:16][CH:15]=3)[N:13]=2)[CH:5]=[CH:6][CH:7]=1 |f:2.3|. Procedure: 2-(3-Aminophenyl)-4-phenyl-4H-1,3,4-oxadiazine-5(6H)-one (200 mg) obtained in Example 78 was dissolved in acetonitrile (5 ml), and 37% aqueous formaldehyde (1 ml) and sodium cyanoborohydride (250 mg) were added thereto, and acetic acid (0.15 ml) was added dropwise thereto over 5 minute, and mixed at room temperature for 6 hours. The reaction solution was diluted with ethyl acetate, washed with an aqueous saturated sodium bicarbonate and brine, and dried over anhydrous magnesium sulfate. After th... Procedure details: Allyl amine (45.0 milliliters, 3.0 molar equivalent) and isopropyl ether (200.0 milliliters) were charged into a 3-neck 500-milliliter round bottom flask equipped with a Claisen joint adapter, dropping funnel and overhead mechanical stirrer at room temperature under a nitrogen blanket. The Claisen joint adapter was attached to a Thermowatch® thermometer adapter and water cooled condenser (to the nitrogen inlet). The mixture was warmed to 25° C. with stirring. Perfluoro-1-octanesulfonyl fluoride ... The yield is 80.0%. Reactants: Cl (hydrochloric acid), C(C=C)N (Allyl amine), C(C)(C)OC(C)C (isopropyl ether), FC(C(C(C(C(C(C(C(F)(F)F)(F)F)(F)F)(F)F)(F)F)(F)F)(F)F)(S(=O)(=O)F)F (Perfluoro-1-octanesulfonyl fluoride). The solvent is O (water). Run at temperature 25 celsius, time 2 hour. The product is C(C=C)NS(=O)(=O)C(C(C(C(C(C(C(C(F)(F)F)(F)F)(F)F)(F)F)(F)F)(F)F)(F)F)(F)F (N-allyl perfluoro-1-octanesulfonamide). As a reaction SMILES: [CH2:1]([NH2:4])[CH:2]=[CH2:3].C(OC(C)C)(C)C.[F:12][C:13]([F:40])([S:36](F)(=[O:38])=[O:37])[C:14]([F:35])([F:34])[C:15]([F:33])([F:32])[C:16]([F:31])([F:30])[C:17]([F:29])([F:28])[C:18]([F:27])([F:26])[C:19]([F:25])([F:24])[C:20]([F:23])([F:22])[F:21].Cl>O>[CH2:1]([NH:4][S:36]([C:13]([F:12])([F:40])[C:14]([F:34])([F:35])[C:15]([F:32])([F:33])[C:16]([F:30])([F:31])[C:17]([F:28])([F:29])[C:18]([F:27])([F:26])[C:19]([F:25])([F:24])[C:20]([F:23])([F:22])[F:21])(=[O:38])=[O:37])[CH:2]=[CH2:3]. The reactants are OC1CCC(NCc2ccccc2)CC1, N#Cc1ccc(Cl)nc1, [H-], [Na+], CN(C)C=O. Yields the product N#Cc1ccc(OC2CCC(NCc3ccccc3)CC2)nc1. As a reaction SMILES: [CH2:1]([c:2]1[cH:3][cH:4][cH:5][cH:6][cH:7]1)[NH:8][CH:9]1[CH2:10][CH2:11][CH:12]([OH:15])[CH2:13][CH2:14]1.[Cl:18][c:19]1[n:20][cH:21][c:22]([C:23]#[N:24])[cH:25][cH:26]1.[H-:17].[Na+:16].[O:27]=[CH:28][N:29]([CH3:30])[CH3:31]>>[CH2:1]([c:2]1[cH:3][cH:4][cH:5][cH:6][cH:7]1)[NH:8][CH:9]1[CH2:10][CH2:11][CH:12]([O:15][c:19]2[n:20][cH:21][c:22]([C:23]#[N:24])[cH:25][cH:26]2)[CH2:13][CH2:14]1.